Task: describe an organic reaction: reactants, conditions, products, and yield. Dataset: the Open Reaction Database (ORD), a public repository of structured organic reaction records Starting materials: Brc1ccncc1, CC(=O)N1c2ccc(-c3cnn(CCN(C)C(=O)OC(C)(C)C)c3)cc2C(N)CC1C, C1COCCO1, CC(C)(C)[O-], CN(C)c1ccccc1-c1ccccc1P(C1CCCCC1)C1CCCCC1, [Na+], O=C(C=Cc1ccccc1)C=Cc1ccccc1, O=C(C=Cc1ccccc1)C=Cc1ccccc1, O=C(C=Cc1ccccc1)C=Cc1ccccc1, [Pd], [Pd]. Yields the product CC(=O)N1c2ccc(-c3cnn(CCN(C)C(=O)OC(C)(C)C)c3)cc2C(Nc2ccncc2)CC1C. As a reaction SMILES: [Br:32][c:33]1[cH:34][cH:35][n:36][cH:37][cH:38]1.[C:1]([CH3:2])(=[O:3])[N:4]1[CH:5]([CH3:31])[CH2:6][CH:7]([NH2:30])[c:8]2[cH:9][c:10](-[c:14]3[cH:15][n:16][n:17]([CH2:19][CH2:20][N:21]([C:22]([O:23][C:24]([CH3:25])([CH3:26])[CH3:27])=[O:28])[CH3:29])[cH:18]3)[cH:11][cH:12][c:13]21.[CH2:73]1[O:74][CH2:75][CH2:76][O:77][CH2:78]1.[CH3:67][C:68]([CH3:69])([O-:70])[CH3:71].[CH:39]1([P:40]([CH:41]2[CH2:42][CH2:43][CH2:44][CH2:45][CH2:46]2)[c:47]2[cH:48][cH:49][cH:50][cH:51][c:52]2-[c:53]2[c:54]([N:55]([CH3:56])[CH3:57])[cH:58][cH:59][cH:60][cH:61]2)[CH2:62][CH2:63][CH2:64][CH2:65][CH2:66]1.[Na+:72].[O:117]=[C:118]([CH:119]=[CH:120][c:121]1[cH:122][cH:123][cH:124][cH:125][cH:126]1)[CH:127]=[CH:128][c:129]1[cH:130][cH:131][cH:132][cH:133][cH:134]1.[O:81]=[C:82]([CH:83]=[CH:84][c:85]1[cH:86][cH:87][cH:88][cH:89][cH:90]1)[CH:91]=[CH:92][c:93]1[cH:94][cH:95][cH:96][cH:97][cH:98]1.[O:99]=[C:100]([CH:101]=[CH:102][c:103]1[cH:104][cH:105][cH:106][cH:107][cH:108]1)[CH:109]=[CH:110][c:111]1[cH:112][cH:113][cH:114][cH:115][cH:116]1.[Pd:79].[Pd:80]>>[C:1]([CH3:2])(=[O:3])[N:4]1[CH:5]([CH3:31])[CH2:6][CH:7]([NH:30][c:33]2[cH:34][cH:35][n:36][cH:37][cH:38]2)[c:8]2[cH:9][c:10](-[c:14]3[cH:15][n:16][n:17]([CH2:19][CH2:20][N:21]([C:22]([O:23][C:24]([CH3:25])([CH3:26])[CH3:27])=[O:28])[CH3:29])[cH:18]3)[cH:11][cH:12][c:13]21. The reactants are C(C)(=O)OC(C)=O (acetic anhydride), C(=O)N[C@@H](C(C=C(C)C)(C)S)C(=O)O (N-formyl-isopropylidene-L-penicillamine), C(=O)N[C@@H](C(C=C(C)C)(C)S)C(=O)O (N-formyl-isopropylidene-l -penicillamine). Solvent: C1(=CC=CC=C1)C (toluene). Product: C(=O)NC(C(C=C(C)C)(C)S)C(=O)O (N-formyl-isopropylidene-D,L-penicillamine). The yield is 96.2%. RXN SMILES: [CH:1]([NH:3][C@H:4]([C:12]([OH:14])=[O:13])[C:5]([SH:11])([CH3:10])[CH:6]=[C:7]([CH3:9])[CH3:8])=[O:2].C(OC(=O)C)(=O)C>C1(C)C=CC=CC=1>[CH:1]([NH:3][CH:4]([C:12]([OH:14])=[O:13])[C:5]([SH:11])([CH3:10])[CH:6]=[C:7]([CH3:8])[CH3:9])=[O:2]. Reported procedure: 1.3 kilograms of N-formyl-isopropylidene-L-penicillamine were dissolved in 4.5 liters of toluene and treated with 30 ml. of acetic anhydride. This mixture was heated for 2 hours under reflux. After cooling to room temperature the pure N-formyl-isopropylidene-D,L-penicillamine crystallized out. There were obtained 1.25 kilograms of N-formyl-isopropylidene-D,L-penicillamine having a melting point of 140°-142°C. and [α]D20 = 0°. Starting materials: BrCC(=C)C(=C)CBr (2,3-bis (bromomethyl)-1,3-butadiene), C(NC(=O)OCC)NC(=O)OCC (methylenediurethane). Run in ClC(C)Cl (dichloroethane), B(F)(F)F.CCOCC (borontrifluoride etherate). The product is C(=O)(OCC)N1CCC(=C(C1)CBr)CBr (1-carboethoxy-4,5-bis(bromomethyl)-1,2,3,6-tetrahydropyridine). The yield is 90.0%. Reaction SMILES: [Br:1][CH2:2][C:3]([C:5]([CH2:7][Br:8])=[CH2:6])=[CH2:4].[CH2:9](NC(OCC)=O)[NH:10][C:11]([O:13][CH2:14][CH3:15])=[O:12]>ClC(Cl)C.B(F)(F)F.CCOCC>[C:11]([N:10]1[CH2:4][C:3]([CH2:2][Br:1])=[C:5]([CH2:7][Br:8])[CH2:6][CH2:9]1)([O:13][CH2:14][CH3:15])=[O:12] |f:3.4|. Procedure: To a solution of 2,3-bis (bromomethyl)-1,3-butadiene (4.8 g) and methylenediurethane (3.9 g) in dichloroethane (40 ml), borontrifluoride etherate (0.3 ml) was added. The reaction mixture was refluxed for 10 hours and washed with 10% sodium bicarbonate solution (30 ml×3). The organic phase was filtered though silicagel and evaporation of the solvent to give 1-carboethoxy-4,5-bis(bromomethyl)-1,2,3,6-tetrahydropyridine (6.14 g, yield 90%) which was cyclized with 40% methylamine (1.8 ml) and potass... Reactants: BrC1=C(C=C(C(=C1)OC)OC)Br (1,2-dibromo-4,5-dimethoxybenzene), C(C)OC(=C)OCC (1,1-diethoxyethene), C(CCC)[Li] (n-butyllithium). The solvent is C1(=CC=CC=C1)C (toluene). Run at time 22 hour. Yields the product C(C)OC1(C2=CC(=C(C=C2C1)OC)OC)OCC (7,7-diethoxy-3,4-dimethoxybicyclo[4.2.0]octa-1,3,5-triene). Isolated yield 30.6%. As a reaction SMILES: Br[C:2]1[CH:7]=[C:6]([O:8][CH3:9])[C:5]([O:10][CH3:11])=[CH:4][C:3]=1Br.[CH2:13]([O:15][C:16]([O:18][CH2:19][CH3:20])=[CH2:17])[CH3:14].C([Li])CCC>C1(C)C=CC=CC=1>[CH2:13]([O:15][C:16]1([O:18][CH2:19][CH3:20])[CH2:17][C:2]2[C:3]1=[CH:4][C:5]([O:10][CH3:11])=[C:6]([O:8][CH3:9])[CH:7]=2)[CH3:14]. Procedure details: 2.55 g of 1,2-dibromo-4,5-dimethoxybenzene (8.62 mmol; 2 eq) and 500 mg of 1,1-diethoxyethene (4.31 mmol; 1 eq) in 25 mL of toluene are stirred at 0° C. under argon. 3.5 mL of n-butyllithium (2.5M in hexane, 8.62 mmol; 2 eq) are added dropwise at 0° C. When the addition is complete, the reaction mixture is stirred for 22 hours at ambient temperature. The reaction mixture is then hydrolysed and extracted 3 times with ethyl acetate. The organic phases are dried and evaporated, and the crude produc...